Task: describe an organic reaction: reactants, conditions, products, and yield. Dataset: the Open Reaction Database (ORD), a public repository of structured organic reaction records The reactants are ClC1=CC=C(C=C1)N=C=O (p-chlorophenyl isocyanate), N\C(=C/C(=O)OCC)\C (ethyl 3-aminocrotonate), O (water). The solvent is same solvent, CN(C=O)C (dimethylformamide). Conditions: time 3 hour. Yields the product N\C(=C(/C(=O)OCC)\C(NC1=CC=C(C=C1)Cl)=O)\C (ethyl 3-amino-2-(4-chlorophenylcarbamoyl)crotonate). The yield is 81.4%. RXN SMILES: [NH2:1]/[C:2](/[CH3:9])=[CH:3]\[C:4]([O:6][CH2:7][CH3:8])=[O:5].[Cl:10][C:11]1[CH:16]=[CH:15][C:14]([N:17]=[C:18]=[O:19])=[CH:13][CH:12]=1.O>CN(C)C=O>[NH2:1]/[C:2](/[CH3:9])=[C:3](/[C:18](=[O:19])[NH:17][C:14]1[CH:15]=[CH:16][C:11]([Cl:10])=[CH:12][CH:13]=1)\[C:4]([O:6][CH2:7][CH3:8])=[O:5]. Procedure details: To a stirred solution of 12.9 g (0.10 mole) of ethyl 3-aminocrotonate in 50 ml of anhydrous dimethylformamide is added during 10 min. 15.36 g (0.10 mole) of p-chlorophenyl isocyanate in 50 ml of the same solvent. A mild exotherm (5° C.) results. After stirring for 3 hours, the reaction solution is slowly added with stirring to 1.5 l of deionized water. The white solid product is collected by vacuum filtration, washed with water and air dried at 45°-55° to give 23 g of ethyl 3-amino-2-(4-chloroph... Reactants: O[C@H]1CCC=C2C=C[C@@H]([C@@H]([C@@H]12)CC[C@@H]1C[C@H](CC(O1)=O)O[Si](C)(C)C(C)(C)C)C ((4R,6R)-6-{2-[(1S,2S,8S,8aR)-1,2,6,7,8,8a-hexahydro-8-hydroxy-2-methyl-1-naphthyl]ethyl}tetrahydro-4-t-butyl-dimethylsilyloxy-2H-pyran-2-one), C(C)C(C(=O)Cl)(CC)CC (2,2-diethylbutyryl chloride). Product: C(C)C(C(=O)O[C@H]1CCC=C2C=C[C@@H]([C@@H]([C@@H]12)CC[C@@H]1C[C@H](CC(O1)=O)O)C)(CC)CC ((4R,6R)-6-{2-[(1S,2S,8S,8aR)-1,2,6,7,8,8a-Hexahydro-8-(2.2-diethylbutyryloxy)-2-methyl-1-naphthyl]ethyl}-tetrahydro-4-hydroxy-2H-pyran-2-one). Yield: 61.6%. As a reaction SMILES: [OH:1][C@@H:2]1[C@H:11]2[C:6]([CH:7]=[CH:8][C@H:9]([CH3:29])[C@@H:10]2[CH2:12][CH2:13][C@H:14]2[O:19][C:18](=[O:20])[CH2:17][C@H:16]([O:21][Si](C(C)(C)C)(C)C)[CH2:15]2)=[CH:5][CH2:4][CH2:3]1.[CH2:30]([C:32]([CH2:38][CH3:39])([CH2:36][CH3:37])[C:33](Cl)=[O:34])[CH3:31]>>[CH2:30]([C:32]([CH2:38][CH3:39])([CH2:36][CH3:37])[C:33]([O:1][C@@H:2]1[C@H:11]2[C:6]([CH:7]=[CH:8][C@H:9]([CH3:29])[C@@H:10]2[CH2:12][CH2:13][C@H:14]2[O:19][C:18](=[O:20])[CH2:17][C@H:16]([OH:21])[CH2:15]2)=[CH:5][CH2:4][CH2:3]1)=[O:34])[CH3:31]. Procedure: A procedure similar to that described in Example 6, above, was followed, but using 1.26 g (3.0 mmol) of (4R,6R)-6-{2-[(1S,2S,8S,8aR)-1,2,6,7,8,8a-hexahydro-8-hydroxy-2-methyl-1-naphthyl]ethyl}tetrahydro-4-t-butyl-dimethylsilyloxy-2H-pyran-2-one [prepared as described in Japanese Patent Kokai Application No. Sho 59-175450] and 2.22 g (13.6 mmol) of 2,2-diethylbutyryl chloride, to provide 800 mg of the title compound. Isolated yield 2.3%. Reaction SMILES: NCc1ccc2c(c1)OCO2.O=C(O)C1C[C@H]1c1ccccc1.CCN=C=NCCCN(C)C.Cl.C1CC(=O)N(C1=O)O.CN1CCOCC1.CN(C)C=O>>O=C(NCc1ccc2c(c1)OCO2)C1C[C@H]1c1ccccc1. Solvent: CN(C)C=O (DMF), CN(C)C=O (DMF), CN(C)C=O (DMF), CN(C)C=O (DMF), CN(C)C=O (DMF), CN(C)C=O (DMF). The product is O=C(NCc1ccc2c(c1)OCO2)C1C[C@H]1c1ccccc1. Reaction conditions: temperature 25 celsius, time 2 hour. The reagents and catalysts are CCN=C=NCCCN(C)C.Cl (EDC-HCl), CN1CCOCC1 (NMM), C1CC(=O)N(C1=O)O (N-Hydroxysuccinimide). The reactants are O=C(O)C1C[C@H]1c1ccccc1, NCc1ccc2c(c1)OCO2. The reactants are CC(C)(C)c1ccc(CCN)cc1, CCO, COc1ccc(-c2c(OC(C)C)c(=O)c2=O)cc1. The product is COc1ccc(-c2c(NCCc3ccc(C(C)(C)C)cc3)c(=O)c2=O)cc1. Reaction SMILES: [C:19]([CH3:20])([CH3:21])([CH3:22])[c:23]1[cH:24][cH:25][c:26]([CH2:27][CH2:28][NH2:29])[cH:30][cH:31]1.[CH3:32][CH2:33][OH:34].[CH:1]([O:2][c:5]1[c:6](=[O:18])[c:7](=[O:17])[c:8]1-[c:9]1[cH:10][cH:11][c:12]([O:15][CH3:16])[cH:13][cH:14]1)([CH3:3])[CH3:4]>>[c:5]1([NH:29][CH2:28][CH2:27][c:26]2[cH:25][cH:24][c:23]([C:19]([CH3:20])([CH3:21])[CH3:22])[cH:31][cH:30]2)[c:6](=[O:18])[c:7](=[O:17])[c:8]1-[c:9]1[cH:10][cH:11][c:12]([O:15][CH3:16])[cH:13][cH:14]1. Product: COCCc1cc2ccccc2cn1. Reactants: CO, COC=Cc1cc2ccccc2cn1. RXN SMILES: [CH3:15][OH:16].[CH3:1][O:2][CH:3]=[CH:4][c:5]1[n:6][cH:7][c:8]2[cH:9][cH:10][cH:11][cH:12][c:13]2[cH:14]1>>[CH3:1][O:2][CH2:3][CH2:4][c:5]1[n:6][cH:7][c:8]2[cH:9][cH:10][cH:11][cH:12][c:13]2[cH:14]1. The reactants are O=C1CCC(=O)N1Br, Cc1nccn1Cc1ccccc1, ClC(Cl)Cl. Product: Cc1ncc(Br)n1Cc1ccccc1. As a reaction SMILES: [Br:1][N:2]1[C:3](=[O:4])[CH2:5][CH2:6][C:7]1=[O:8].[CH2:9]([c:10]1[cH:11][cH:12][cH:13][cH:14][cH:15]1)[n:16]1[c:17]([CH3:21])[n:18][cH:19][cH:20]1.[CH:22]([Cl:23])([Cl:24])[Cl:25]>>[Br:1][c:20]1[n:16]([CH2:9][c:10]2[cH:11][cH:12][cH:13][cH:14][cH:15]2)[c:17]([CH3:21])[n:18][cH:19]1. The product is C=C(C)COc1cc(C(=O)OC)ccc1Br. Starting materials: C=C(C)CBr, COC(=O)c1ccc(Br)c(O)c1, O=C([O-])[O-], CCCC[N+](CCCC)(CCCC)CCCC, [I-], [K+], [K+], CN(C)C=O. RXN SMILES: [Br:19][CH2:20][C:21](=[CH2:22])[CH3:23].[Br:1][c:2]1[c:3]([OH:12])[cH:4][c:5]([C:6](=[O:7])[O:8][CH3:9])[cH:10][cH:11]1.[C:13](=[O:14])([O-:15])[O-:16].[CH2:25]([N+:26]([CH2:27][CH2:28][CH2:29][CH3:30])([CH2:31][CH2:32][CH2:33][CH3:34])[CH2:35][CH2:36][CH2:37][CH3:38])[CH2:39][CH2:40][CH3:41].[I-:24].[K+:17].[K+:18].[O:42]=[CH:43][N:44]([CH3:45])[CH3:46]>>[Br:1][c:2]1[c:3]([O:12][CH2:22][C:21](=[CH2:20])[CH3:23])[cH:4][c:5]([C:6](=[O:7])[O:8][CH3:9])[cH:10][cH:11]1. The reactants are CC[O-].[Na+] (EtONa), C(C)(C)C1=C(C(=CC=C1)OC)O (2-isopropyl-6-methoxyphenol), solution, Cl.NC1=NC(=NC2=CC(=C(C=C12)OC)OC)N1CCN([C@@H]2CCCC[C@H]12)C(CCl)=O (4-Amino-6,7-dimethoxy-2-[4-chloroacetyl-(±)-cis-octahydro-1-quinoxalinyl]-quinazoline hydrochloride). Run in C(C)O (ethanol), C(C)O (ethanol). Conditions: time 0.5 hour. Product: Cl.NC1=NC(=NC2=CC(=C(C=C12)OC)OC)N1CCN([C@@H]2CCCC[C@H]12)C(COC1=C(C=CC=C1OC)C(C)C)=O (4-Amino-6,7-dimethoxy-2-[(±)-4-(2-isopropyl-6-methoxyphenoxyacetyl)-cis-octahydro-1-quinoxalinyl]quinazoline hydrochloride). Yield: 21.0%. RXN SMILES: CC[O-].[Na+].[CH:5]([C:8]1[CH:13]=[CH:12][CH:11]=[C:10]([O:14][CH3:15])[C:9]=1[OH:16])([CH3:7])[CH3:6].Cl.[NH2:18][C:19]1[C:28]2[C:23](=[CH:24][C:25]([O:31][CH3:32])=[C:26]([O:29][CH3:30])[CH:27]=2)[N:22]=[C:21]([N:33]2[C@@H:42]3[C@@H:37]([CH2:38][CH2:39][CH2:40][CH2:41]3)[N:36]([C:43](=[O:46])[CH2:44][Cl:45])[CH2:35][CH2:34]2)[N:20]=1>C(O)C>[ClH:45].[NH2:18][C:19]1[C:28]2[C:23](=[CH:24][C:25]([O:31][CH3:32])=[C:26]([O:29][CH3:30])[CH:27]=2)[N:22]=[C:21]([N:33]2[C@@H:42]3[C@@H:37]([CH2:38][CH2:39][CH2:40][CH2:41]3)[N:36]([C:43](=[O:46])[CH2:44][O:16][C:9]3[C:10]([O:14][CH3:15])=[CH:11][CH:12]=[CH:13][C:8]=3[CH:5]([CH3:7])[CH3:6])[CH2:35][CH2:34]2)[N:20]=1 |f:0.1,3.4,6.7|. Procedure: 10 ml of a freshly prepared 0.095M EtONa solution was added to a stirred solution of 0.16 g of 2-isopropyl-6-methoxyphenol in 5 ml of ethanol and stirring was continued for 0.5 hours at room temperature. The resulting solution was added dropwise in 15 minutes into a stirred solution 0.2 g of the above intermediate 4B in 50 ml of ethanol under nitrogen atmosphere. The mixture was stirred for 5 hours at room temperature and was then refluxed for 20 hours. The residue obtained after solvent evapora... The reactants are [Si](C)(C)(C(C)(C)C)O[C@@H](CC(=O)O)CC(CP(=O)(OC)OC)=O ((R)-3-t-butyldimethylsilyloxy-6-dimethoxyphosphinyl-5-oxohexanoic acid), O (water), CI (methyl iodide), C([O-])([O-])=O.[K+].[K+] (potassium carbonate). Solvent: CC(=O)C (acetone). Yields the product [Si](C)(C)(C(C)(C)C)O[C@@H](CC(=O)OC)CC(CP(=O)(OC)OC)=O (methyl (R)-3-t-butyldimethylsilyloxy-6-dimethoxyphosphinyl-5-oxohexanoate). The yield is 92.4%. Reaction SMILES: [Si:1]([O:8][C@H:9]([CH2:14][C:15](=[O:23])[CH2:16][P:17]([O:21][CH3:22])([O:19][CH3:20])=[O:18])[CH2:10][C:11]([OH:13])=[O:12])([C:4]([CH3:7])([CH3:6])[CH3:5])([CH3:3])[CH3:2].CI.[C:26](=O)([O-])[O-].[K+].[K+].O>CC(C)=O>[Si:1]([O:8][C@H:9]([CH2:14][C:15](=[O:23])[CH2:16][P:17]([O:19][CH3:20])([O:21][CH3:22])=[O:18])[CH2:10][C:11]([O:13][CH3:26])=[O:12])([C:4]([CH3:5])([CH3:6])[CH3:7])([CH3:3])[CH3:2] |f:2.3.4|. Procedure: 1.05 g of (R)-3-t-butyldimethylsilyloxy-6-dimethoxyphosphinyl-5-oxohexanoic acid prepared above was dissolved in 16 ml of acetone to prepare the solution. To the solution, 2.02 g of methyl iodide and 0.391 g of potassium carbonate were added with stirring, and then the solution was further stirred for 5 hours at room temperature. After 16 ml of water was added to the solution, the solution was extracted with two portions of 20 ml of ethyl acetate. The ethyl acetate portions were combined and dri... The reactants are [H-].[Al+3].[Li+].[H-].[H-].[H-] (Lithium aluminum hydride), C(=O)=O.C(C)#N (dry ice acetonitrile), CON(C(=O)C1C(C1)C1=CC=C2C=CNC2=C1)C (2-(1H-indol-6-yl)-cyclopropanecarboxylic acid methoxy-methyl-amide). The solvent is C1CCOC1 (THF), C1CCOC1 (THF), CCOCC (ether). The product is N1C=CC2=CC=C(C=C12)C1C(C1)C=O (2-(1H-indol-6-yl)-cyclopropanecarbaldehyde). RXN SMILES: [H-].[Al+3].[Li+].[H-].[H-].[H-].C(=O)=O.C(#N)C.CON(C)[C:16]([CH:18]1[CH2:20][CH:19]1[C:21]1[CH:29]=[C:28]2[C:24]([CH:25]=[CH:26][NH:27]2)=[CH:23][CH:22]=1)=[O:17]>C1COCC1.CCOCC>[NH:27]1[C:28]2[C:24](=[CH:23][CH:22]=[C:21]([CH:19]3[CH2:20][CH:18]3[CH:16]=[O:17])[CH:29]=2)[CH:25]=[CH:26]1 |f:0.1.2.3.4.5,6.7|. Procedure details: Lithium aluminum hydride (30 mg, 7.86 mmol) was suspended in anhydrous THF at −45° C. (dry ice/acetonitrile) with stirring. The 2-(1H-indol-6-yl)-cyclopropanecarboxylic acid methoxy-methyl-amide was dissolved in anhydrous THF and added dropwise over a period of 10 min. The reaction was stirred for 3 h at this temperature, diluted with ether, then quenched with 1.5 mL of 1 N sodium hydroxide solution. The mixture was allowed to warm to room temperature and the resulting white solid was filtered a...